describe an organic reaction: reactants, conditions, products, and yield From a dataset of the Open Reaction Database (ORD), a public repository of structured organic reaction records. Starting materials: C=1C=NC2=CC3=C(C=C2N1)C4CC3CNC4 (Varenicline), C(C(O)CC(=O)O)(=O)O (malic acid). Solvent: CC(C)O (2-propanol). Run at temperature 40 celsius. The product is C=1C=NC2=CC3=C(C=C2N1)C4CC3CNC4.C(C(O)CC(=O)[O-])(=O)[O-] (Varenicline Malate). RXN SMILES: [CH:1]1[CH:2]=[N:3][C:4]2[C:9]([N:10]=1)=[CH:8][C:7]1[CH:11]3[CH2:16][NH:15][CH2:14][CH:13]([C:6]=1[CH:5]=2)[CH2:12]3.[C:17]([OH:25])(=[O:24])[CH:18]([CH2:20][C:21]([OH:23])=[O:22])[OH:19]>CC(O)C>[CH:2]1[CH:1]=[N:10][C:9]2[C:4]([N:3]=1)=[CH:5][C:6]1[CH:13]3[CH2:14][NH:15][CH2:16][CH:11]([C:7]=1[CH:8]=2)[CH2:12]3.[C:17]([O-:25])(=[O:24])[CH:18]([CH2:20][C:21]([O-:23])=[O:22])[OH:19] |f:3.4|. Procedure: To a solution of Varenicline base (1 g) in 2-propanol (15 mL) at 40° C., malic acid (1.55 g) was added. The resulting suspension was heated at 40° C. for 1 h and allowed to cool to ambient temperature for 5 h. Finally, the solid was filtered and dried at 40° C. under vacuum. HPLC purity: 99.70%; XRD Analysis: Form III. Reactants: [C@H]1([C@H](O)[C@@H](O)[C@H](O)[C@H](O1)CO)O[C@H]1[C@@H]([C@H]([C@@H](O[C@@H]1CO)N=[N+]=[N-])O)O (4-O-α-D-glucopyranosyl-β-D-glucopyranosylazide). Reagents/catalysts: [Pd] (palladium on carbon). The solvent is O1C(C(OCC1)CCN)(CCN)CCN (dioxane-triethylamine). Yields the product [C@H]1([C@H](O)[C@@H](O)[C@H](O)[C@H](O1)CO)O[C@H]1[C@@H]([C@H]([C@@H](O[C@@H]1CO)N)O)O (4-O-α-D-glucopyranosyl-β-D-glucopyranosylamine), heptaacetate. As a reaction SMILES: [C@H:1]1([O:12][C@@H:13]2[C@@H:18]([CH2:19][OH:20])[O:17][C@@H:16]([N:21]=[N+]=[N-])[C@H:15]([OH:24])[C@H:14]2[OH:25])[O:9][C@H:8]([CH2:10][OH:11])[C@@H:6]([OH:7])[C@H:4]([OH:5])[C@H:2]1[OH:3]>O1CCOC(CCN)C1(CCN)CCN.[Pd]>[C@H:1]1([O:12][C@@H:13]2[C@@H:18]([CH2:19][OH:20])[O:17][C@@H:16]([NH2:21])[C@H:15]([OH:24])[C@H:14]2[OH:25])[O:9][C@H:8]([CH2:10][OH:11])[C@@H:6]([OH:7])[C@H:4]([OH:5])[C@H:2]1[OH:3]. Reported procedure: 4-O-α-D-glucopyranosyl-β-D-glucopyranosyl bromide, heptaacetate (4) is reacted with sodium azide in dimethylsulfoxide at 55°-65° C. for 10-30 minutes followed by extraction in organic solvents, giving 4-O-α-D-glucopyranosyl-β-D-glucopyranosylazide, heptaacetate (6). The azide is hydrogenated at room temperature under pressure in dioxane-triethylamine solution using 10% palladium on carbon catalyst. The product is crystallized from dioxane-ethanol to provide 4-O-α-D-glucopyranosyl-β-D-glucopyrano... The reactants are ClC1=C(C=CC(=C1)OC)C(C(C(F)(F)F)(O)C=1C=CC2=C(N(C(O2)=O)C)C1)C (5-[2-(2-Chloro-4-methoxy-phenyl)-1-hydroxy-1-trifluoromethyl-propyl]-3-methyl-3H-benzooxazol-2-one). Run in C(Cl)Cl (CH2Cl2), C(Cl)Cl (CH2Cl2). Reaction conditions: temperature -78 celsius, time 1.5 hour. Yields the product ClC1=C(C=CC(=C1)O)C(C(C(F)(F)F)(O)C=1C=CC2=C(N(C(O2)=O)C)C1)C (5-[2-(2-Chloro-4-hydroxy-phenyl)-1-hydroxy-1-trifluoromethyl-propyl]-3-methyl-3H-benzooxazol-2-one), foam. Isolated yield 99.0%. RXN SMILES: [Cl:1][C:2]1[CH:7]=[C:6]([O:8]C)[CH:5]=[CH:4][C:3]=1[CH:10]([CH3:28])[C:11]([C:17]1[CH:18]=[CH:19][C:20]2[O:24][C:23](=[O:25])[N:22]([CH3:26])[C:21]=2[CH:27]=1)([OH:16])[C:12]([F:15])([F:14])[F:13]>C(Cl)Cl>[Cl:1][C:2]1[CH:7]=[C:6]([OH:8])[CH:5]=[CH:4][C:3]=1[CH:10]([CH3:28])[C:11]([C:17]1[CH:18]=[CH:19][C:20]2[O:24][C:23](=[O:25])[N:22]([CH3:26])[C:21]=2[CH:27]=1)([OH:16])[C:12]([F:13])([F:14])[F:15]. Procedure details: 5-[2-(2-Chloro-4-methoxy-phenyl)-1-hydroxy-1-trifluoromethyl-propyl]-3-methyl-3H-benzooxazol-2-one (766 mg) was dissolved in CH2Cl2 (25 mL) and cooled to −78° C. Borontribromide (1M in CH2Cl2, 7.37 mL) was added over a period of 20 minutes. Stirring was continued for 1.5 hours at −78° C. The cooling bath was removed and the mixture was allowed to warm to 0° C. Stirring was continued for 2 hours at 0° C. The reaction mixture was poured into ice and basified with sat. NaHCO3 and extracted three ti... Reactants: C12(CC3CC(CC(C1)C3)C2)C(=O)Cl (1-adamantanecarbonylchloride), C(N)(=O)C=1NC=[NH+]C1[O-] (4-carbamoylimidazolium-5-olate). Run in N1=CC=CC=C1 (pyridine). Reaction conditions: time 1 hour. Product: C12(CC3CC(CC(C1)C3)C2)C(=O)OC=2N=CNC2C(N)=O (5-carbamoyl-1H-imidazol-4-yl 1-adamantanecarboxylate). The yield is 89.5%. RXN SMILES: [C:1]12([C:11](Cl)=[O:12])[CH2:10][CH:5]3[CH2:6][CH:7]([CH2:9][CH:3]([CH2:4]3)[CH2:2]1)[CH2:8]2.[C:14]([C:17]1[NH:18][CH:19]=[NH+:20][C:21]=1[O-:22])(=[O:16])[NH2:15]>N1C=CC=CC=1>[C:1]12([C:11]([O:22][C:21]3[N:20]=[CH:19][NH:18][C:17]=3[C:14](=[O:16])[NH2:15])=[O:12])[CH2:8][CH:7]3[CH2:6][CH:5]([CH2:4][CH:3]([CH2:9]3)[CH2:2]1)[CH2:10]2. Procedure: To a solution of 1-adamantanecarbonylchloride (39.73 g) in pyridine (260 ml) was added 4-carbamoylimidazolium-5-olate (12.71 g) and the reaction temperature was maintained at 41°-43° C. for 3.5 hours. Pyridine was removed under reduced pressure. To the residue was added ethylacetate (300 ml) and water (300 ml), and stirred at room temperature for 1 hour. The insoluble solid was filtered and washed with ethyl acetate to give almost pure 5-carbamoyl-1H-imidazol-4-yl 1-adamantanecarboxylate (25.9 g... Starting materials: ClCl (chlorine), COC(C)(OC)OC (1,1,1-trimethoxyethane), O([Na])C (NaOCH3), ClCl (chlorine). Conditions: time 4 hour. Product: ClCC(OC)(OC)OC (2-chloro-1,1,1-trimethoxyethane). Isolated yield 97.6%. RXN SMILES: [CH3:1][O:2][C:3]([O:7][CH3:8])([O:5][CH3:6])[CH3:4].O(C)[Na].[Cl:12]Cl>>[Cl:12][CH2:4][C:3]([O:7][CH3:8])([O:5][CH3:6])[O:2][CH3:1]. Procedure details: A 500 ml flask equipped with a stirrer and gas inlet tube was initially charged at 10° C. with a mixture of 240 g (2 mol) of 1,1,1-trimethoxyethane and 1% of NaOCH3 (30%). Within 4 hours, 110 g of chlorine were introduced into the flask in gaseous form, and the internal temperature of the flask did not rise above 15° C. Once the entire amount of chlorine had been introduced into the flask, the mixture was worked-up by distillation. Using a distillation apparatus having approx. 5 theoretical plat... Starting materials: O=C(O)c1nc2c(N3CCOCC3)nc(Cl)nc2s1, O=C(Cl)C(=O)Cl, ClCCl, C1CN(C2CNC2)CCO1. Yields the product O=C(c1nc2c(N3CCOCC3)nc(Cl)nc2s1)N1CC(N2CCOCC2)C1. RXN SMILES: [Cl:1][c:2]1[n:3][c:4]([N:14]2[CH2:15][CH2:16][O:17][CH2:18][CH2:19]2)[c:5]2[c:6]([n:7]1)[s:8][c:9]([C:11](=[O:12])[OH:13])[n:10]2.[Cl:20][C:21]([C:22]([Cl:23])=[O:24])=[O:25].[Cl:36][CH2:37][Cl:38].[NH:26]1[CH2:27][CH:28]([N:30]2[CH2:31][CH2:32][O:33][CH2:34][CH2:35]2)[CH2:29]1>>[Cl:1][c:2]1[n:3][c:4]([N:14]2[CH2:15][CH2:16][O:17][CH2:18][CH2:19]2)[c:5]2[c:6]([n:7]1)[s:8][c:9]([C:11](=[O:13])[N:26]1[CH2:27][CH:28]([N:30]3[CH2:31][CH2:32][O:33][CH2:34][CH2:35]3)[CH2:29]1)[n:10]2. Starting materials: FC(CC(=O)Cl)=C(F)F (3,4,4-trifluoro-3-butenoyl chloride), Cl.NCCS (2-aminoethanethiol hydrochloride). Solvent: CCOCC (ether). Yields the product Cl.FC(CC(SCCN)=O)=C(F)F (3,4,4-trifluoro-3-butenethioic acid, S-2-aminoethyl ester, hydrochloride). Yield: 33.9%. Reaction SMILES: [F:1][C:2](=[C:7]([F:9])[F:8])[CH2:3][C:4]([Cl:6])=[O:5].Cl.[NH2:11][CH2:12][CH2:13][SH:14]>CCOCC>[ClH:6].[F:1][C:2](=[C:7]([F:9])[F:8])[CH2:3][C:4](=[O:5])[S:14][CH2:13][CH2:12][NH2:11] |f:1.2,4.5|. Procedure: A mixture of 3,4,4-trifluoro-3-butenoyl chloride (2.5 g, 0.0158 mole) and 2-aminoethanethiol hydrochloride (1.14 g, 0.010 mole) is slowly heated to reflux for 15 min. The mixture is cooled to room temperature and treated with dry ether and filtered. The product is recrystallized from absolute ethanol to give 0.8 g of the title compound as a off-white solid, a 34% yield. m.p. 95°-115° C.